The task is: describe an organic reaction: reactants, conditions, products, and yield. This data is from the Open Reaction Database (ORD), a public repository of structured organic reaction records. Reactants: O (water), C1=CC2=C(C(=C1)O)NC3=C4C(=C5C(=C23)C(=O)NC5=O)C6=C(N4)C(=CC=C6)O (BE-13793C), C(C1=CC=CC=C1)Br (benzyl bromide), C([O-])([O-])=O.[K+].[K+] (potassium carbonate). Solvent: CN(C=O)C (N,N-dimethylformamide). Reaction conditions: time 2 hour. The product is C(C1=CC=CC=C1)OC1=CC=CC2=C1NC1=C2C2=C(C=3C4=CC=CC(=C4NC13)OCC1=CC=CC=C1)C(NC2=O)=O (1,11-dibenzyloxy-12,13-dihydro-5H-indolo[ 2,3-a]pyrrolo[3,4-c]carbazole-5,7(6H)-dione). Isolated yield 93.7%. RXN SMILES: [CH:1]1[CH:6]=[C:5]([OH:7])[C:4]2[NH:8][C:9]3[C:14]([C:3]=2[CH:2]=1)=[C:13]1[C:15]([NH:17][C:18](=[O:19])[C:12]1=[C:11]1[C:20]2[CH:26]=[CH:25][CH:24]=[C:23]([OH:27])[C:21]=2[NH:22][C:10]=31)=[O:16].C(=O)([O-])[O-].[K+].[K+].[CH2:34](Br)[C:35]1[CH:40]=[CH:39][CH:38]=[CH:37][CH:36]=1.O>CN(C)C=O>[CH2:34]([O:27][C:23]1[C:21]2[NH:22][C:10]3[C:9]4[NH:8][C:4]5[C:3](=[CH:2][CH:1]=[CH:6][C:5]=5[O:7][CH2:14][C:3]5[CH:4]=[CH:5][CH:6]=[CH:1][CH:2]=5)[C:14]=4[C:13]4[C:15](=[O:16])[NH:17][C:18](=[O:19])[C:12]=4[C:11]=3[C:20]=2[CH:26]=[CH:25][CH:24]=1)[C:35]1[CH:40]=[CH:39][CH:38]=[CH:37][CH:36]=1 |f:1.2.3|. Reported procedure: 180.5 mg of BE-13793C (12,13-dihydro-1,11-dihydroxy-5H-indolo[2,3-a]pyrrolo[3,4-c]carbazole-5,7-(6H)-dione) was dissolved in 137 ml of N,N-dimethylformamide (DMF), 510 mg of potassium carbonate was added, and 170 μl of benzyl bromide was added under ice cooling. The reaction solution was stirred at room temperature for 2 hours and, after addition of 200 ml of water, extracted with 200 ml of ethyl acetate, and the extract was dried over sodium sulfate and concentrated under reduced pressure to gi... Reactants: BrCc1ccccc1, O=C([O-])[O-], [K+], [K+], Nc1nc(N)c2[nH]cnc2n1, CN(C)C=O, O. The product is Nc1nc(N)c2ncn(Cc3ccccc3)c2n1. RXN SMILES: [Br:18][CH2:19][c:20]1[cH:21][cH:22][cH:23][cH:24][cH:25]1.[C:12](=[O:13])([O-:14])[O-:15].[K+:16].[K+:17].[NH2:1][c:2]1[n:3][c:4]([NH2:11])[c:5]2[nH:6][cH:7][n:8][c:9]2[n:10]1.[O:27]=[CH:28][N:29]([CH3:30])[CH3:31].[OH2:26]>>[NH2:1][c:2]1[n:3][c:4]([NH2:11])[c:5]2[n:6][cH:7][n:8]([CH2:19][c:20]3[cH:21][cH:22][cH:23][cH:24][cH:25]3)[c:9]2[n:10]1. Starting materials: c1ccc(CC2CCNCC2)cc1, CC#N, [K+], [K+], O=C([O-])[O-], C#CCCS(C)(=O)=O. Reaction SMILES: [CH2:9]([c:10]1[cH:11][cH:12][cH:13][cH:14][cH:15]1)[CH:16]1[CH2:17][CH2:18][NH:19][CH2:20][CH2:21]1.[CH3:28][C:29]#[N:30].[K+:22].[K+:23].[O-:24][C:25]([O-:26])=[O:27].[S:1]([CH3:2])(=[O:3])(=[O:4])[CH2:5][CH2:6][C:7]#[CH:8]>>[CH2:5]([CH2:6][C:7]#[CH:8])[N:19]1[CH2:18][CH2:17][CH:16]([CH2:9][c:10]2[cH:11][cH:12][cH:13][cH:14][cH:15]2)[CH2:21][CH2:20]1. Yields the product C#CCCN1CCC(Cc2ccccc2)CC1. The reactants are NCC1=CN(C2=CC(=CC=C2C1=O)Cl)C1=CC=CC=C1 (3-(aminomethyl)-7-chloro-1-phenylquinolin-4(1H)-one), C(=O)(O)C1=CC=C(C=C1)S(=O)(=O)N (4-carboxybenzenesulfonamide). Product: ClC1=CC=C2C(C(=CN(C2=C1)C1=CC=CC=C1)CNC(C1=CC=C(C=C1)S(N)(=O)=O)=O)=O (N-(7-Chloro-4-oxo-1-phenyl-1,4-dihydro-quinolin-3-ylmethyl)-4-sulfamoyl-benzamide). RXN SMILES: [NH2:1][CH2:2][C:3]1[C:12](=[O:13])[C:11]2[C:6](=[CH:7][C:8]([Cl:14])=[CH:9][CH:10]=2)[N:5]([C:15]2[CH:20]=[CH:19][CH:18]=[CH:17][CH:16]=2)[CH:4]=1.[C:21]([C:24]1[CH:29]=[CH:28][C:27]([S:30]([NH2:33])(=[O:32])=[O:31])=[CH:26][CH:25]=1)(O)=[O:22]>>[Cl:14][C:8]1[CH:7]=[C:6]2[C:11]([C:12](=[O:13])[C:3]([CH2:2][NH:1][C:21](=[O:22])[C:24]3[CH:29]=[CH:28][C:27]([S:30](=[O:32])(=[O:31])[NH2:33])=[CH:26][CH:25]=3)=[CH:4][N:5]2[C:15]2[CH:16]=[CH:17][CH:18]=[CH:19][CH:20]=2)=[CH:10][CH:9]=1. Procedure details: N-(7-Chloro-4-oxo-1-phenyl-1,4-dihydro-quinolin-3-ylmethyl)-4-sulfamoyl-benzamide was prepared starting from intermediate D and 4-carboxybenzenesulfonamide. MS calcd. for C23H18ClN3O4S [(M+H)+] 467.9, obsd. 468.0. The reactants are CCO, CC(C)CC(NC(=O)C1CCCCC1)C(O)C(=O)NN, O=Cc1ccccc1. Product: CC(C)CC(NC(=O)C1CCCCC1)C(O)C(=O)NN=Cc1ccccc1. RXN SMILES: [CH3:29][CH2:30][OH:31].[CH:1]1([C:7](=[O:8])[NH:9][CH:10]([CH:11]([C:12](=[O:13])[NH:14][NH2:15])[OH:16])[CH2:17][CH:18]([CH3:19])[CH3:20])[CH2:2][CH2:3][CH2:4][CH2:5][CH2:6]1.[CH:21](=[O:22])[c:23]1[cH:24][cH:25][cH:26][cH:27][cH:28]1>>[CH:1]1([C:7](=[O:8])[NH:9][CH:10]([CH:11]([C:12](=[O:13])[NH:14][N:15]=[CH:21][c:23]2[cH:24][cH:25][cH:26][cH:27][cH:28]2)[OH:16])[CH2:17][CH:18]([CH3:19])[CH3:20])[CH2:2][CH2:3][CH2:4][CH2:5][CH2:6]1. Reactants: C1C=CC2C1C3CC2C=C3 (dicyclopentadiene), BrC(C(C=C)(F)F)(F)F (1-bromo-1,1,2,2-tetrafluoro-3-butene). Reagents/catalysts: COC1=CC=C(C=C1)O (4-methoxyphenol). The solvent is C1(=CC=CC=C1)C (toluene). Reaction conditions: temperature 170 celsius, time 5 hour. Yields the product BrC(C(C1C2C3C4C=CC(C3C(C1)C2)C4)(F)F)(F)F (1-bromo-1,1,2,2-tetrafluoro-2-(tetracyclo[4.4.0.12,5.17,10]dodec-3-en-8-yl)ethane). Yield: 81.2%. RXN SMILES: [CH2:1]1[CH:5]2[CH:6]3[CH:10]=[CH:9][CH:8]([CH:4]2[CH:3]=[CH:2]1)[CH2:7]3.[Br:11][C:12]([F:19])([F:18])[C:13]([F:17])([F:16])[CH:14]=[CH2:15]>C1(C)C=CC=CC=1.COC1C=CC(O)=CC=1>[Br:11][C:12]([F:19])([F:18])[C:13]([F:17])([F:16])[CH:14]1[CH2:15][CH:1]2[CH2:2][CH:3]1[CH:4]1[CH:5]2[CH:6]2[CH2:7][CH:8]1[CH:9]=[CH:10]2. Procedure details: An autoclave was charged with 108.5 g of dicyclopentadiene and 322.4 g of 1-bromo-1,1,2,2-tetrafluoro-3-butene. A solution of 0.3 g of 4-methoxyphenol dissolved in 5 ml of toluene was added to the autoclave as a polymerization inhibitor and the mixture was stirred for 5 hours at 170° C. The reaction product was purified by distillation under reduced pressure at 85° C. and 0.1 mmHg to obtain 226 g of 1-bromo-1,1,2,2-tetrafluoro-2-(tetracyclo[4.4.0.12,5.17,10]dodec-3-en-8-yl)ethane as a clear liqu...